From a dataset of the Open Reaction Database (ORD), a public repository of structured organic reaction records. describe an organic reaction: reactants, conditions, products, and yield The reactants are COC1=CC(=C(C=C1)N)N (4-methoxy-1,2-phenylenediamine), ClC1=CC=C(C=C1)C1CC(=O)OC(C1)=O (3-(4-chlorophenyl)glutaric anhydride). Yields the product ClC1=CC=C(C=C1)C(CC(=O)O)CC=1NC2=C(N1)C=CC(=C2)OC.Cl (3-(4-chlorophenyl)-4-(5-methoxy-2-benzimidazolyl)butanoic acid•HCl). Reaction SMILES: [CH3:1][O:2][C:3]1[CH:8]=[CH:7][C:6]([NH2:9])=[C:5]([NH2:10])[CH:4]=1.[Cl:11][C:12]1[CH:17]=[CH:16][C:15]([CH:18]2[CH2:24][C:23](=O)[O:22][C:20](=[O:21])[CH2:19]2)=[CH:14][CH:13]=1>>[Cl:11][C:12]1[CH:13]=[CH:14][C:15]([CH:18]([CH2:24][C:23]2[NH:10][C:5]3[CH:4]=[C:3]([O:2][CH3:1])[CH:8]=[CH:7][C:6]=3[N:9]=2)[CH2:19][C:20]([OH:22])=[O:21])=[CH:16][CH:17]=1.[ClH:11] |f:2.3|. Procedure details: By a procedure similar to that of example 1.4, starting from commercial 4-methoxy-1,2-phenylenediamine and 3-(4-chlorophenyl)glutaric anhydride, 3-(4-chlorophenyl)-4-(5-methoxy-2-benzimidazolyl)butanoic acid•HCl was obtained as light red solid, provided that cyclisation of the crude glutaramic acid was carried out with HCl in 1,4-dioxane at reflux for 1.5 h. Starting materials: BrC=1C=C(C=CC1)N1N=CN=C1 (1-(3-Bromophenyl)-1H-[1,2,4]triazole), C(CCC)[Sn](C1=CN=C2N1C=CC(=N2)C(F)(F)F)(CCCC)CCCC (3-tributylstannyl-7-trifluoromethylimidazo[1,2-a]pyrimidine). Yields the product N1(N=CN=C1)C=1C=C(C=CC1)C1=CN=C2N1C=CC(=N2)C(F)(F)F (3-[3-([1,2,4]triazol-1-yl)-phenyl]-7-trifluoromethylimidazo[1,2-a]pyrimidine). As a reaction SMILES: Br[C:2]1[CH:3]=[C:4]([N:8]2[CH:12]=[N:11][CH:10]=[N:9]2)[CH:5]=[CH:6][CH:7]=1.C([Sn](CCCC)(CCCC)[C:18]1[N:22]2[CH:23]=[CH:24][C:25]([C:27]([F:30])([F:29])[F:28])=[N:26][C:21]2=[N:20][CH:19]=1)CCC>>[N:8]1([C:4]2[CH:3]=[C:2]([C:18]3[N:22]4[CH:23]=[CH:24][C:25]([C:27]([F:28])([F:29])[F:30])=[N:26][C:21]4=[N:20][CH:19]=3)[CH:7]=[CH:6][CH:5]=2)[CH:12]=[N:11][CH:10]=[N:9]1. Procedure details: 1-(3-Bromophenyl)-1H-[1,2,4]triazole (1.7 g, 7.6 mmol) was coupled to 3-tributylstannyl-7-trifluoromethylimidazo[1,2-a]pyrimidine (3.8 mmol) by the method of Example 32. Purification by chromatography on silica gel eluting with dichloromethane on a gradient of methanol (1-3%), then crystallisation from toluene/isohexane, gave 3-[3-([1,2,4]triazol-1-yl)-phenyl]-7-trifluoromethylimidazo[1,2-a]pyrimidine as an off-white solid: δH (400 MHz, DMSO) 9.43 (1H, d, J 7), 9.41 (1H, s), 8.38 (1H, s), 8.30 (... Starting materials: ClCCl, O=[Cr](=O)=O, Cc1c(-c2cccnc2)n(CCCCCCO)c2ccccc12, c1ccncc1. Yields the product Cc1c(-c2cccnc2)n(CCCCCC=O)c2ccccc12. RXN SMILES: [Cl:34][CH2:35][Cl:36].[O:1]=[Cr:2](=[O:3])=[O:4].[OH:11][CH2:12][CH2:13][CH2:14][CH2:15][CH2:16][CH2:17][n:18]1[c:19](-[c:28]2[cH:29][n:30][cH:31][cH:32][cH:33]2)[c:20]([CH3:27])[c:21]2[cH:22][cH:23][cH:24][cH:25][c:26]12.[cH:5]1[cH:6][cH:7][n:8][cH:9][cH:10]1>>[O:11]=[CH:12][CH2:13][CH2:14][CH2:15][CH2:16][CH2:17][n:18]1[c:19](-[c:28]2[cH:29][n:30][cH:31][cH:32][cH:33]2)[c:20]([CH3:27])[c:21]2[cH:22][cH:23][cH:24][cH:25][c:26]12. Starting materials: C1C=CC2=CC=CC=C12 (indene), C(C)OCC (diethyl ether), C(CCC)[Li] (n-butyllithium). The solvent is O1CCCC1 (tetrahydrofuran). The product is C1(C=CC2=CC=CC=C12)[Li] (indenyllithium). RXN SMILES: [CH2:1]1[C:9]2[C:4](=[CH:5][CH:6]=[CH:7][CH:8]=2)[CH:3]=[CH:2]1.C(OCC)C.C([Li:19])CCC>O1CCCC1>[CH:1]1([Li:19])[C:9]2[C:4](=[CH:5][CH:6]=[CH:7][CH:8]=2)[CH:3]=[CH:2]1. Reported procedure: Ten mL (85.7 mmol) of indene, which is a (cyclopentacarbyl) compound, was added to a container that contained 150 mL of diethyl ether and 15 mL of tetrahydrofuran to form a first mixture. This first mixture was then reacted with 53.6 mL (85.7 mmol) of n-butyllithium (1.6M in hexane) to form indenyllithium, which is a (cyclopentacarbyl) metal compound. This reaction took place at -78° C. A yellow solution was formed. This yellow solution was then stirred at room temperature (about 25° C.) for fou... Starting materials: C(Cl)Cl (CH2Cl2), C(C)[SiH](CC)CC (triethylsilane), FC(C(=O)O)(F)F (trifluoroacetic acid), C(C)(C)(C)OC(N[C@@H](C(C)C)C(NCCS)=O)=O ((S)-[1-(2-mercapto-ethylcarbamoyl)-2-methyl-propyl]-carbamic Acid tert-butyl Ester). Reaction conditions: time 2.5 hour. The product is N[C@H](C(=O)NCCS)C(C)C ((S)-2-Amino-N-(2-mercapto-ethyl)-3-methyl-butyramide). As a reaction SMILES: C(OC(=O)[NH:7][C@H:8]([C:12](=[O:17])[NH:13][CH2:14][CH2:15][SH:16])[CH:9]([CH3:11])[CH3:10])(C)(C)C.C(Cl)Cl.C([SiH](CC)CC)C.FC(F)(F)C(O)=O>>[NH2:7][C@@H:8]([CH:9]([CH3:11])[CH3:10])[C:12]([NH:13][CH2:14][CH2:15][SH:16])=[O:17]. Procedure details: To 26g (222.0 mg, 0.80 mmol) in a 100 mL round-bottom flask purged with argon were added CH2Cl2 (2.00 mL, 31.2 mmol), triethylsilane (1.28 mL, 8.0 mmol), and trifluoroacetic acid (616 μL, 8.0 mmol). The reaction was stirred for 2.5 hours at room temperature, then concentrated in vacuo. The crude product was purified by silica gel chromatography using 10% methanolic CH2Cl2 as eluant. Clean fractions were combined, and concentrated in vacuo to afford 27g as a colorless oil.